Dataset: the Open Reaction Database (ORD), a public repository of structured organic reaction records. Task: describe an organic reaction: reactants, conditions, products, and yield Reactants: C(C1=CC=CC=C1)OC(=O)N[C@H](C(=O)O)CN (2(S)-benzyloxycarbonylamino-3-aminopropionoic acid), Cl (HCl), CO (methanol). Reaction conditions: temperature 20 celsius, time 2 hour. The product is C(C1=CC=CC=C1)OC(=O)N[C@H](C(=O)OC)CN (Methyl 2(S)-benzyloxycarbonylamino-3-aminopropionate). Reaction SMILES: [CH2:1]([O:8][C:9]([NH:11][C@@H:12]([CH2:16][NH2:17])[C:13]([OH:15])=[O:14])=[O:10])[C:2]1[CH:7]=[CH:6][CH:5]=[CH:4][CH:3]=1.Cl.[CH3:19]O>>[CH2:1]([O:8][C:9]([NH:11][C@@H:12]([CH2:16][NH2:17])[C:13]([O:15][CH3:19])=[O:14])=[O:10])[C:2]1[CH:3]=[CH:4][CH:5]=[CH:6][CH:7]=1. Procedure details: A solution of 2(S)-benzyloxycarbonylamino-3-aminopropionoic acid (2.4 g) in methanol at 0° C. was saturated with HCl gas. After stirring for 2 h at 20° C. the solution was evaporated to obtain the title compound. 1H NMR (300 MHz, CD3OD) δ7.35 (5H, m), 5.13 (2H, s), 4.50 (1H, m), 3.77 (3H, s), 3.45 (1H, m), 3.22 (1H, m). Starting materials: ClC1=CC=C(C(=O)C2=CC=C(N2C)CC(=O)O)C=C1 (5-(p-chlorobenzoyl)-1-methylpyrrole-2-acetic acid), S(=O)(Cl)Cl (thionyl chloride). The solvent is C(Cl)(Cl)Cl (chloroform). Product: ClC1=CC=C(C(=O)C2=CC=C(N2C)CC(=O)N(CC)CC)C=C1 (5-(p-Chlorobenzoyl)-N,N-diethyl-1-methylpyrrole-2-acetamide). RXN SMILES: [Cl:1][C:2]1[CH:19]=[CH:18][C:5]([C:6]([C:8]2[N:12]([CH3:13])[C:11]([CH2:14][C:15]([OH:17])=O)=[CH:10][CH:9]=2)=[O:7])=[CH:4][CH:3]=1.S(Cl)(Cl)=O>C(Cl)(Cl)Cl>[Cl:1][C:2]1[CH:3]=[CH:4][C:5]([C:6]([C:8]2[N:12]([CH3:13])[C:11]([CH2:14][C:15]([N:12]([CH2:8][CH3:6])[CH2:11][CH3:10])=[O:17])=[CH:10][CH:9]=2)=[O:7])=[CH:18][CH:19]=1. Procedure: To a solution of 6.1 g. (0.02 mole) of 5-(p-chlorobenzoyl)-1-methylpyrrole-2-acetic acid in 100 ml. chloroform is added 3.8 ml. (0.03 mole) thionyl chloride. The mixture is stirred and refluxed overnight. The solvent is then evaporated and the residue is added quickly to a solution of 22 ml. diethylamine in 50 ml. water while cooling externally with an ice-bath. A solid precipitates, 5-(p-chlorobenzoyl)-N,N-diethyl-1-methylpyrrole-2-acetamide, which is collected and purified by recrystallization... Starting materials: C(C)(C)(C)OC(=O)NC12CCC(CC1)(CC2)C(=O)O (4-tert-butoxycarbonylaminobicyclo[2.2.2]octane-1-carboxylic acid), NC1=C(C=C(C=C1)C(F)(F)F)F (4-amino-3-fluorobenzotrifluoride). Product: C(C)(C)(C)OC(=O)NC12CCC(CC1)(CC2)C(=O)NC2=C(C=C(C=C2)C(F)(F)F)F (4-tert-butoxycarbonylamino-N-(2-fluoro-4-trifluoromethylphenyl)bicyclo[2.2.2]octane-1-carboxamide). As a reaction SMILES: [C:1]([O:5][C:6]([NH:8][C:9]12[CH2:16][CH2:15][C:12]([C:17](O)=[O:18])([CH2:13][CH2:14]1)[CH2:11][CH2:10]2)=[O:7])([CH3:4])([CH3:3])[CH3:2].[NH2:20][C:21]1[CH:26]=[CH:25][C:24]([C:27]([F:30])([F:29])[F:28])=[CH:23][C:22]=1[F:31]>>[C:1]([O:5][C:6]([NH:8][C:9]12[CH2:10][CH2:11][C:12]([C:17]([NH:20][C:21]3[CH:26]=[CH:25][C:24]([C:27]([F:28])([F:29])[F:30])=[CH:23][C:22]=3[F:31])=[O:18])([CH2:15][CH2:16]1)[CH2:13][CH2:14]2)=[O:7])([CH3:2])([CH3:4])[CH3:3]. Procedure details: In a similar manner to Example 133, 4-tert-butoxycarbonylaminobicyclo[2.2.2]octane-1-carboxylic acid (100 mg) and 4-amino-3-fluorobenzotrifluoride (106 μL) were used to obtain 4-tert-butoxycarbonylamino-N-(2-fluoro-4-trifluoromethylphenyl)bicyclo[2.2.2]octane-1-carboxamide (58.6 mg).